describe an organic reaction: reactants, conditions, products, and yield From a dataset of the Open Reaction Database (ORD), a public repository of structured organic reaction records. Starting materials: Cc1ccccc1, Cc1c(N=C=S)ccc2c1OCO2, NCCN. The product is Cc1c(NC(=S)NCCN)ccc2c1OCO2. Reaction SMILES: [CH3:18][c:19]1[cH:20][cH:21][cH:22][cH:23][cH:24]1.[N:1](=[C:2]=[S:3])[c:4]1[c:5]([CH3:13])[c:6]2[c:7]([cH:11][cH:12]1)[O:8][CH2:9][O:10]2.[NH2:14][CH2:15][CH2:16][NH2:17]>>[NH:1]([C:2](=[S:3])[NH:17][CH2:16][CH2:15][NH2:14])[c:4]1[c:5]([CH3:13])[c:6]2[c:7]([cH:11][cH:12]1)[O:8][CH2:9][O:10]2. Starting materials: ClCCl, O=S(=O)([O-])C(F)(F)F, F[n+]1cc(Cl)cc(Cl)c1, COC(=O)c1ccc(O)cc1OC. Product: COC(=O)c1cc(F)c(O)cc1OC. Reaction SMILES: [Cl:31][CH2:32][Cl:33].[F:14][C:15]([F:16])([F:17])[S:18]([O-:19])(=[O:20])=[O:21].[F:22][n+:23]1[cH:24][c:25]([Cl:26])[cH:27][c:28]([Cl:29])[cH:30]1.[OH:1][c:2]1[cH:3][c:4]([O:12][CH3:13])[c:5]([C:6](=[O:7])[O:8][CH3:9])[cH:10][cH:11]1>>[OH:1][c:2]1[cH:3][c:4]([O:12][CH3:13])[c:5]([C:6](=[O:7])[O:8][CH3:9])[cH:10][c:11]1[F:14].